Dataset: the Open Reaction Database (ORD), a public repository of structured organic reaction records. Task: describe an organic reaction: reactants, conditions, products, and yield Starting materials: BrC1=CC(=C(C=C1)C1=CC=C(C=C1)Br)N (4,4′-Dibromo-2-amino-1,1′-biphenyl), IC1=CC=C(C=C1)OC (4-iodoanisole), C([O-])([O-])=O.[K+].[K+] (potassium carbonate), [N+](=O)([O-])C1=CC=CC=C1 (nitrobenzene). Reagents/catalysts: [Cu] (copper). Solvent: C1(=CC=CC=C1)C (toluene). The product is BrC1=CC(=C(C=C1)C1=CC=C(C=C1)Br)N(C1=CC=C(C=C1)OC)C1=CC=C(C=C1)OC (4,4′-Dibromo-2-Bis(4-Methoxyphenyl)Amino-1,1′-Biphenyl). As a reaction SMILES: [Br:1][C:2]1[CH:7]=[CH:6][C:5]([C:8]2[CH:13]=[CH:12][C:11]([Br:14])=[CH:10][CH:9]=2)=[C:4]([NH2:15])[CH:3]=1.I[C:17]1[CH:22]=[CH:21][C:20]([O:23][CH3:24])=[CH:19][CH:18]=1.[C:25](=[O:28])([O-])[O-].[K+].[K+].[N+]([C:34]1[CH:39]=[CH:38][CH:37]=[CH:36][CH:35]=1)([O-])=O>[Cu].C1(C)C=CC=CC=1>[Br:1][C:2]1[CH:7]=[CH:6][C:5]([C:8]2[CH:9]=[CH:10][C:11]([Br:14])=[CH:12][CH:13]=2)=[C:4]([N:15]([C:34]2[CH:39]=[CH:38][C:37]([O:28][CH3:25])=[CH:36][CH:35]=2)[C:17]2[CH:22]=[CH:21][C:20]([O:23][CH3:24])=[CH:19][CH:18]=2)[CH:3]=1 |f:2.3.4|. Reported procedure: 4,4′-Dibromo-2-amino-1,1′-biphenyl (16.35 g, 0.05 mol), 4-iodoanisole (28 g, 0.12 mol), potassium carbonate (−325 mesh fine powder, 16.6 g, 0.12 mole), copper dust (−150 mesh,1.0 g), and nitrobenzene (20 ml) were charged into a flask and stirred at gentle reflux for 15 hours. The dark reaction mixture was cooled to room temperature and extracted with 200 ml of toluene. The toluene solution was evaporated. The dark residue obtained was then mixed with 10 ml of toluene and chromatographed on a sil... Starting materials: N1(CCNCC1)CC1=C(C=C(C=C1)C(F)(F)F)N1CCOCC1 (4-[2-(Piperazin-1-ylmethyl)-5-(trifluoromethyl)phenyl]morpholine), FC(C(C(F)(F)F)O)(F)F (1,1,1,3,3,3-hexafluoropropan-2-ol), ClC(Cl)(OC(OC(Cl)(Cl)Cl)=O)Cl (triphosgene), C(C)(C)N(C(C)C)CC (N,N-Diisopropylethylamine). Run in ClCCl (dichloromethane), ClCCl (dichloromethane). Reaction conditions: time 2 hour. Yields the product N1(CCOCC1)C1=C(C=CC(=C1)C(F)(F)F)CN1CCN(CC1)C(=O)OC(C(F)(F)F)C(F)(F)F (1,1,1,3,3,3-hexafluoropropan-2-yl 4-[[2-(morpholin-4-yl)-4-(trifluoromethyl)phenyl]methyl]piperazine-1-carboxylate). The yield is 99.5%. RXN SMILES: [F:1][C:2]([F:10])([F:9])[CH:3]([OH:8])[C:4]([F:7])([F:6])[F:5].Cl[C:12](Cl)([O:14]C(=O)OC(Cl)(Cl)Cl)Cl.C(N(CC)C(C)C)(C)C.[N:32]1([CH2:38][C:39]2[CH:44]=[CH:43][C:42]([C:45]([F:48])([F:47])[F:46])=[CH:41][C:40]=2[N:49]2[CH2:54][CH2:53][O:52][CH2:51][CH2:50]2)[CH2:37][CH2:36][NH:35][CH2:34][CH2:33]1>ClCCl>[N:49]1([C:40]2[CH:41]=[C:42]([C:45]([F:46])([F:47])[F:48])[CH:43]=[CH:44][C:39]=2[CH2:38][N:32]2[CH2:33][CH2:34][N:35]([C:12]([O:8][CH:3]([C:4]([F:7])([F:6])[F:5])[C:2]([F:10])([F:9])[F:1])=[O:14])[CH2:36][CH2:37]2)[CH2:50][CH2:51][O:52][CH2:53][CH2:54]1. Reported procedure: A 50 mL round-bottom flask was charged with 1,1,1,3,3,3-hexafluoropropan-2-ol (168 mg, 1.00 mmol, 1.10 equiv), triphosgene (99.0 mg, 0.330 mmol, 0.33 equiv), dichloromethane (10 mL). N,N-Diisopropylethylamine (381 mg, 2.95 mmol, 3.24 equiv) was added dropwise. The mixture was stirred at room temperature for 2 h. 4-[2-(Piperazin-1-ylmethyl)-5-(trifluoromethyl)phenyl]morpholine (300 mg, 0.910 mmol, 1.00 equiv) was added. The resulting solution was stirred for 2 hours at room temperature and dilute...